The task is: describe an organic reaction: reactants, conditions, products, and yield. This data is from the Open Reaction Database (ORD), a public repository of structured organic reaction records. Starting materials: Nc1ncccc1Br, CC(C)(C)c1ccc(B(O)O)cc1, COCCOC, [Na+], [Na+], O=C([O-])[O-], O, c1ccc(P(c2ccccc2)(c2ccccc2)[Pd](P(c2ccccc2)(c2ccccc2)c2ccccc2)(P(c2ccccc2)(c2ccccc2)c2ccccc2)P(c2ccccc2)(c2ccccc2)c2ccccc2)cc1. Product: CC(C)(C)c1ccc(-c2cccnc2N)cc1. RXN SMILES: [Br:20][c:21]1[c:22]([NH2:27])[n:23][cH:24][cH:25][cH:26]1.[C:7]([CH3:8])([CH3:9])([CH3:10])[c:11]1[cH:12][cH:13][c:14]([B:17]([OH:18])[OH:19])[cH:15][cH:16]1.[CH3:28][O:29][CH2:30][CH2:31][O:32][CH3:33].[Na+:1].[Na+:2].[O-:3][C:4](=[O:5])[O-:6].[OH2:34].[cH:35]1[cH:36][cH:37][c:38]([P:39]([Pd:40]([P:41]([c:42]2[cH:43][cH:44][cH:45][cH:46][cH:47]2)([c:48]2[cH:49][cH:50][cH:51][cH:52][cH:53]2)[c:54]2[cH:55][cH:56][cH:57][cH:58][cH:59]2)([P:60]([c:61]2[cH:62][cH:63][cH:64][cH:65][cH:66]2)([c:67]2[cH:68][cH:69][cH:70][cH:71][cH:72]2)[c:73]2[cH:74][cH:75][cH:76][cH:77][cH:78]2)[P:79]([c:80]2[cH:81][cH:82][cH:83][cH:84][cH:85]2)([c:86]2[cH:87][cH:88][cH:89][cH:90][cH:91]2)[c:92]2[cH:93][cH:94][cH:95][cH:96][cH:97]2)([c:98]2[cH:99][cH:100][cH:101][cH:102][cH:103]2)[c:104]2[cH:105][cH:106][cH:107][cH:108][cH:109]2)[cH:110][cH:111]1>>[C:7]([CH3:8])([CH3:9])([CH3:10])[c:11]1[cH:12][cH:13][c:14](-[c:21]2[c:22]([NH2:27])[n:23][cH:24][cH:25][cH:26]2)[cH:15][cH:16]1. Starting materials: COP(=O)(Cc1ccccc1Br)OC, O=Cc1ccco1, [H-], [Na+], CN(C)C=O, O. The product is Brc1ccccc1C=Cc1ccco1. Reaction SMILES: [Br:1][c:2]1[c:3]([CH2:4][P:5](=[O:6])([O:7][CH3:8])[O:9][CH3:10])[cH:11][cH:12][cH:13][cH:14]1.[CH:17]([c:18]1[cH:19][cH:20][cH:21][o:22]1)=[O:23].[H-:15].[Na+:16].[O:24]=[CH:25][N:26]([CH3:27])[CH3:28].[OH2:29]>>[Br:1][c:2]1[c:3]([CH:4]=[CH:17][c:18]2[cH:19][cH:20][cH:21][o:22]2)[cH:11][cH:12][cH:13][cH:14]1. The reactants are BrCc1ccccc1, O=C([O-])[O-], [K+], [K+], N#N, CN(C)C=O, O, Oc1ccc2cccc(O)c2n1. The product is Oc1ccc2cccc(OCc3ccccc3)c2n1. Reaction SMILES: [Br:19][CH2:20][c:21]1[cH:22][cH:23][cH:24][cH:25][cH:26]1.[C:13](=[O:14])([O-:15])[O-:16].[K+:17].[K+:18].[N:33]#[N:34].[O:28]=[CH:29][N:30]([CH3:31])[CH3:32].[OH2:27].[n:1]1[c:2]([OH:12])[cH:3][cH:4][c:5]2[cH:6][cH:7][cH:8][c:9]([OH:11])[c:10]12>>[n:1]1[c:2]([OH:12])[cH:3][cH:4][c:5]2[cH:6][cH:7][cH:8][c:9]([O:11][CH2:20][c:21]3[cH:22][cH:23][cH:24][cH:25][cH:26]3)[c:10]12. Reactants: N(=NC(=O)OCC)C(=O)OCC (Diethyl azodicaboxylate), C(C1=CC=CC=C1)N1CC(CCC1)(O)C=C(CO)[Sn](CCCC)(CCCC)CCCC (1-benzyl-3-(3-hydroxy-2-tributylstannyl-1-propen-1-yl)piperidin-3-ol), C1(=CC=CC=C1)P(C1=CC=CC=C1)C1=CC=CC=C1 (triphenylphosphine). The solvent is O1CCCC1 (tetrahydrofuran). Reaction conditions: time 45 minute. Yields the product C(C1=CC=CC=C1)N1CC2(C=C(CO2)[Sn](CCCC)(CCCC)CCCC)CCC1 (7-Benzyl-3-tributylstannyl-1-oxa-7-azaspiro[4.5]dec-3-ene). The yield is 59.3%. RXN SMILES: N(C(OCC)=O)=NC(OCC)=O.[CH2:13]([N:20]1[CH2:25][CH2:24][CH2:23][C:22]([CH:27]=[C:28]([Sn:31]([CH2:40][CH2:41][CH2:42][CH3:43])([CH2:36][CH2:37][CH2:38][CH3:39])[CH2:32][CH2:33][CH2:34][CH3:35])[CH2:29][OH:30])(O)[CH2:21]1)[C:14]1[CH:19]=[CH:18][CH:17]=[CH:16][CH:15]=1.C1(P(C2C=CC=CC=2)C2C=CC=CC=2)C=CC=CC=1>O1CCCC1>[CH2:13]([N:20]1[CH2:25][CH2:24][CH2:23][C:22]2([O:30][CH2:29][C:28]([Sn:31]([CH2:40][CH2:41][CH2:42][CH3:43])([CH2:32][CH2:33][CH2:34][CH3:35])[CH2:36][CH2:37][CH2:38][CH3:39])=[CH:27]2)[CH2:21]1)[C:14]1[CH:19]=[CH:18][CH:17]=[CH:16][CH:15]=1. Procedure details: Diethyl azodicaboxylate (3.1 ml, 19.7 mmol) was added dropwise to a solution of 1-benzyl-3-(3-hydroxy-2-tributylstannyl-1-propen-1-yl)piperidin-3-ol (Desc. 2; 8.72 g, 16.26 mmol) and triphenylphosphine (5.12 g, 19.5 mmol) in tetrahydrofuran (100 ml) at -5° C. The cooling bath was removed and the reaction mixture stirred for 45 minutes. The solvent was evaporated, the residue dissolved in acetonitrile (300 ml) and extracted with hexane (3×150 ml). The combined hexane extracts were evaporated and ... Reactants: COC(C1=C(C=C(C(=C1)[N+](=O)[O-])Cl)NC(C)=O)=O (2-acetylamino-4-chloro-5-nitrobenzoic acid methyl ester), S(O)(O)(=O)=O (sulfuric acid). Conditions: time 1 hour. Yields the product COC(C1=C(C=C(C(=C1)[N+](=O)[O-])Cl)N)=O (2-amino-4-chloro-5-nitrobenzoic acid methyl ester). Yield: 95.0%. As a reaction SMILES: [CH3:1][O:2][C:3](=[O:18])[C:4]1[CH:9]=[C:8]([N+:10]([O-:12])=[O:11])[C:7]([Cl:13])=[CH:6][C:5]=1[NH:14]C(=O)C.S(=O)(=O)(O)O>>[CH3:1][O:2][C:3](=[O:18])[C:4]1[CH:9]=[C:8]([N+:10]([O-:12])=[O:11])[C:7]([Cl:13])=[CH:6][C:5]=1[NH2:14]. Procedure details: To a solution of 2-acetylamino-4-chloro-5-nitrobenzoic acid methyl ester (1.02 g in 15 mL methanol) was added 1 mL of conc. sulfuric acid and the mixture heated to reflux on an oil bath. After 1 hour, the mixture was concentrated in vacuo and the resulting solid dissolved in 200 mL ethyl acetate. This was then washed with 10% sodium bicarbonate (2×100 mL) and brine (100 mL) and the organics dried over magnesium sulfate. The concentrate was recrystallized from methanol to give the title compound ... The reactants are Cc1nc(C)c(C=O)s1, CS(C)=O, O, CC(=O)C=P(c1ccccc1)(c1ccccc1)c1ccccc1. Product: CC(=O)C=Cc1sc(C)nc1C. As a reaction SMILES: [CH3:1][c:2]1[s:3][c:4]([CH:8]=[O:9])[c:5]([CH3:7])[n:6]1.[CH3:34][S:35]([CH3:36])=[O:37].[OH2:33].[c:10]1([P:11]([c:12]2[cH:13][cH:14][cH:15][cH:16][cH:21]2)(=[CH:17][C:18]([CH3:19])=[O:20])[c:22]2[cH:23][cH:24][cH:25][cH:26][cH:27]2)[cH:28][cH:29][cH:30][cH:31][cH:32]1>>[CH3:1][c:2]1[s:3][c:4]([CH:8]=[CH:17][C:18]([CH3:19])=[O:20])[c:5]([CH3:7])[n:6]1. Reactants: FC=1N=C(C=2N=CN([C@H]3[C@H](OC(C)=O)[C@H](OC(C)=O)[C@@H](COC(C)=O)O3)C2N1)N (2-Fluoro-2',3',5'-tri-O-acetyladenosine), CO (methanol), [OH-].[Na+] (NaOH), C(Cl)(Cl)Cl (Chloroform). The solvent is O1CCOCC1 (1,4-dioxane), O (water). Reaction conditions: time 2 minute. The product is FC=1N=C(C=2N=CN([C@H]3[C@H](O)[C@H](O)[C@@H](CO)O3)C2N1)N (2-Fluoroadenosine). RXN SMILES: [F:1][C:2]1[N:3]=[C:4]([NH2:29])[C:5]2[N:6]=[CH:7][N:8]([C:27]=2[N:28]=1)[C@@H:9]1[O:26][C@H:20]([CH2:21][O:22]C(=O)C)[C@@H:15]([O:16]C(=O)C)[C@H:10]1[O:11]C(=O)C.[OH-].[Na+].C(Cl)(Cl)Cl.CO>O1CCOCC1.O>[F:1][C:2]1[N:3]=[C:4]([NH2:29])[C:5]2[N:6]=[CH:7][N:8]([C:27]=2[N:28]=1)[C@@H:9]1[O:26][C@H:20]([CH2:21][OH:22])[C@@H:15]([OH:16])[C@H:10]1[OH:11] |f:1.2|. Procedure details: 2-Fluoro-2',3',5'-tri-O-acetyladenosine (0.41 g, 10 mmol) was dissolved in a mixture of 1,4-dioxane (7 mL) and water (2 mL) and the solution was cooled in an icewater bath. 2.5M NaOH (1.40 mL, 3.5 mmol) was added dropwise with vigorous stirring over a 2 min. period. The resulting bright yellow solution was stirred at 0° C. and monitored by TLC (9:1 Chloroform:methanol). After 2 hours, most of the yellow color had faded and TLC showed no acetylated intermediates remaining. The homogeneous reactio...